This data is from the Open Reaction Database (ORD), a public repository of structured organic reaction records. The task is: describe an organic reaction: reactants, conditions, products, and yield Reactants: FC(C(=O)O)(F)F.OC1=CC=CC=2N(C(=NC21)COC2=CC=C(C=C2)Cl)CCCC2CCN(CC2)C(=O)OC(C)(C)C (4-hydroxy-2-[(4-chlorophenoxy)methyl]-1-[3-[1-(t-butoxycarbonyl)piperidin-4-yl]propyl]benzimidazole trifluoroacetate), [H-].[Na+] (sodium hydride), CN(C=O)C (N,N-dimethylformamide), C1(CC1)CBr (Cyclopropylmethyl bromide). The product is FC(C(=O)O)(F)F.C1(CCCCC1)COC1=CC=CC=2N(C(=NC21)COC2=CC=C(C=C2)Cl)CCCC2CCN(CC2)C(=O)OC(C)(C)C (4-(cyclohexylmethoxy)-2-[(4-chlorophenoxy)methyl]-1-[3-[1-(t-butoxycarbonyl)piperidin-4-yl]propyl]benzimidazole trifluoroacetate). RXN SMILES: [F:1][C:2]([F:7])([F:6])[C:3]([OH:5])=[O:4].[OH:8][C:9]1[C:17]2[N:16]=[C:15]([CH2:18][O:19][C:20]3[CH:25]=[CH:24][C:23]([Cl:26])=[CH:22][CH:21]=3)[N:14]([CH2:27][CH2:28][CH2:29][CH:30]3[CH2:35][CH2:34][N:33]([C:36]([O:38][C:39]([CH3:42])([CH3:41])[CH3:40])=[O:37])[CH2:32][CH2:31]3)[C:13]=2[CH:12]=[CH:11][CH:10]=1.[H-].[Na+].[CH:45]1([CH2:48]Br)[CH2:47][CH2:46]1.[CH3:50]N(C)C=O>>[F:1][C:2]([F:7])([F:6])[C:3]([OH:5])=[O:4].[CH:3]1([CH2:2][O:8][C:9]2[C:17]3[N:16]=[C:15]([CH2:18][O:19][C:20]4[CH:21]=[CH:22][C:23]([Cl:26])=[CH:24][CH:25]=4)[N:14]([CH2:27][CH2:28][CH2:29][CH:30]4[CH2:31][CH2:32][N:33]([C:36]([O:38][C:39]([CH3:42])([CH3:41])[CH3:40])=[O:37])[CH2:34][CH2:35]4)[C:13]=3[CH:12]=[CH:11][CH:10]=2)[CH2:50][CH2:48][CH2:45][CH2:47][CH2:46]1 |f:0.1,2.3,6.7|. Procedure details: A solution of 4-hydroxy-2-[(4-chlorophenoxy)methyl]-1-[3-[1-(t-butoxycarbonyl)piperidin-4-yl]propyl]benzimidazole trifluoroacetate (300 mg, 0.6 mmol, 1 eq) in anhydrous N,N-dimethylformamide (3 m) was treated with sodium hydride (60% in mineral oil, 26 mg, 0.66 mmol, 1.1 eq). The resulting mixture was stirred for thirty minutes at room temperature. Cyclopropylmethyl bromide (0.66 mmol, 1 eq) was added to the reaction and the resulting mixture was stirred for two hours at room temperature. The re... The product is Cc1nc(-c2ccn(CCc3c[nH]c4ccccc34)n2)sc1C(=O)NCc1ccc(F)cc1. The reactants are BrCCc1c[nH]c2ccccc12, Cc1nc(-c2ccn[nH]2)sc1C(=O)NCc1ccc(F)cc1. Reaction SMILES: [Br:23][CH2:24][CH2:25][c:26]1[cH:27][nH:28][c:29]2[cH:30][cH:31][cH:32][cH:33][c:34]12.[F:1][c:2]1[cH:3][cH:4][c:5]([CH2:6][NH:7][C:8](=[O:9])[c:10]2[c:11]([CH3:20])[n:12][c:13](-[c:15]3[nH:16][n:17][cH:18][cH:19]3)[s:14]2)[cH:21][cH:22]1>>[F:1][c:2]1[cH:3][cH:4][c:5]([CH2:6][NH:7][C:8](=[O:9])[c:10]2[c:11]([CH3:20])[n:12][c:13](-[c:15]3[n:16][n:17]([CH2:24][CH2:25][c:26]4[cH:27][nH:28][c:29]5[cH:30][cH:31][cH:32][cH:33][c:34]45)[cH:18][cH:19]3)[s:14]2)[cH:21][cH:22]1. Reactants: Cc1[nH]c(-c2ccccc2)nc1CCl, Cl, [N-]=[N+]=[N-], [Na+], CN(C)C=O. Product: Cc1[nH]c(-c2ccccc2)nc1CN=[N+]=[N-]. RXN SMILES: [Cl:2][CH2:3][c:4]1[n:5][c:6](-[c:10]2[cH:11][cH:12][cH:13][cH:14][cH:15]2)[nH:7][c:8]1[CH3:9].[ClH:1].[N-:17]=[N+:18]=[N-:19].[Na+:16].[O:20]=[CH:21][N:22]([CH3:23])[CH3:24]>>[CH2:3]([c:4]1[n:5][c:6](-[c:10]2[cH:11][cH:12][cH:13][cH:14][cH:15]2)[nH:7][c:8]1[CH3:9])[N:17]=[N+:18]=[N-:19]. The reactants are example 34 ( D ), BrC1=C(C(=O)NC=2C(=NNC2C2=CC=CC=C2)C)C=CC=C1 (2-bromo-N-(3-methyl-5-phenyl-1H-pyrazole-4-yl)-benzamide), P(=O)(Cl)(Cl)Cl (phosphorous oxychloride). Run at time 4 hour. Yields the product BrC1=C(C=CC=C1)C1=NC2=C(C=3C=CC=CC13)NN=C2C (5-(2-Bromo-phenyl)-3-methyl-1H-pyrazolo[4,3-c]isoquinoline). RXN SMILES: [Br:1][C:2]1[CH:22]=[CH:21][CH:20]=[CH:19][C:3]=1[C:4]([NH:6][C:7]1[C:8]([CH3:18])=[N:9][NH:10][C:11]=1[C:12]1[CH:17]=[CH:16][CH:15]=[CH:14][CH:13]=1)=O.P(Cl)(Cl)(Cl)=O>>[Br:1][C:2]1[CH:22]=[CH:21][CH:20]=[CH:19][C:3]=1[C:4]1[C:13]2[CH:14]=[CH:15][CH:16]=[CH:17][C:12]=2[C:11]2[NH:10][N:9]=[C:8]([CH3:18])[C:7]=2[N:6]=1. Procedure: The preparation took place in analogy to example 34 (D) using 196 mg of 2-bromo-N-(3-methyl-5-phenyl-1H-pyrazole-4-yl)-benzamide, except 6 ml of phosphorous oxychloride was used and the reaction was stirred for 4 hrs. The residue was triturated with dichloromethane to give the title compound as a white solid.